This data is from the Open Reaction Database (ORD), a public repository of structured organic reaction records. The task is: describe an organic reaction: reactants, conditions, products, and yield Starting materials: Cc1ccc(C(=O)O)s1, NCC(=O)NC(c1cccc(F)c1)c1cccc(F)c1. Product: Cc1ccc(C(=O)NCC(=O)NC(c2cccc(F)c2)c2cccc(F)c2)s1. Reaction SMILES: [CH3:21][c:22]1[cH:23][cH:24][c:25]([C:27](=[O:28])[OH:29])[s:26]1.[NH2:1][CH2:2][C:3](=[O:4])[NH:5][CH:6]([c:7]1[cH:8][c:9]([F:13])[cH:10][cH:11][cH:12]1)[c:14]1[cH:15][c:16]([F:20])[cH:17][cH:18][cH:19]1>>[NH:1]([CH2:2][C:3](=[O:4])[NH:5][CH:6]([c:7]1[cH:8][c:9]([F:13])[cH:10][cH:11][cH:12]1)[c:14]1[cH:15][c:16]([F:20])[cH:17][cH:18][cH:19]1)[C:27]([c:25]1[cH:24][cH:23][c:22]([CH3:21])[s:26]1)=[O:28]. The reactants are O=C([O-])[O-], CC#N, Cl, O=C1C2=C(CCCC2)C(=O)N1c1cc(O)c(Cl)cc1F, [K+], [K+], Cc1ccc(S(=O)(=O)OC2CCCC2)cc1. Product: O=C1C2=C(CCCC2)C(=O)N1c1cc(OC2CCCC2)c(Cl)cc1F. Reaction SMILES: [C:37](=[O:38])([O-:39])[O-:40].[CH3:44][C:45]#[N:46].[ClH:43].[F:17][c:18]1[c:19]([N:26]2[C:27](=[O:36])[C:28]3=[C:29]([C:30]2=[O:31])[CH2:32][CH2:33][CH2:34][CH2:35]3)[cH:20][c:21]([OH:25])[c:22]([Cl:24])[cH:23]1.[K+:41].[K+:42].[c:1]1([CH3:2])[cH:3][cH:4][c:5]([S:6]([O:7][CH:11]2[CH2:12][CH2:13][CH2:14][CH2:15]2)(=[O:8])=[O:9])[cH:10][cH:16]1>>[CH:11]1([O:25][c:21]2[cH:20][c:19]([N:26]3[C:27](=[O:36])[C:28]4=[C:29]([C:30]3=[O:31])[CH2:32][CH2:33][CH2:34][CH2:35]4)[c:18]([F:17])[cH:23][c:22]2[Cl:24])[CH2:12][CH2:13][CH2:14][CH2:15]1. The product is C(C)OC(C(CC1=CC=C(C=C1)OCC1=CC=CC=C1)(C)OC1=CC=C(C=C1)OC(F)(F)F)=O (3-(4-benzyloxyphenyl)-2-(4-trifluoromethoxyphenoxy)-2-methylpropionic acid ethyl ester). Starting materials: C(=O)([O-])[O-].[Na+].[Na+] (Na2CO3), B(F)(F)F.CCOCC (BF3 Et2O), C(C)[SiH](CC)CC (triethylsilane), C(C)OC(C(C(O)C1=CC=C(C=C1)OCC1=CC=CC=C1)(C)OC1=CC=C(C=C1)OC(F)(F)F)=O (3-(4-Benzyloxyphenyl)-3-hydroxy-2-(4-trifluoromethoxyphenoxy)-2-methylpropionic acid ethyl ester). Procedure: 3-(4-Benzyloxyphenyl)-3-hydroxy-2-(4-trifluoromethoxyphenoxy)-2-methylpropionic acid ethyl ester (9.5 mmol) in anhydrous CH2Cl2 (30 mL) was cooled to 0° C. and treated with BF3-Et2O (1.16 mL, 9.5 mmol) and triethylsilane (1.51 mL, 9.5 mmol). The mixture was stirred for 2 h and gradually warmed to ambient temperature. Saturated aqueous Na2CO3 (15 mL) was added and the mixture was stirred vigorously. The solution was partitioned and the organic layer was washed twice with water and brine, dried ov... Conditions: time 2 hour. As a reaction SMILES: [CH2:1]([O:3][C:4](=[O:35])[C:5]([O:23][C:24]1[CH:29]=[CH:28][C:27]([O:30][C:31]([F:34])([F:33])[F:32])=[CH:26][CH:25]=1)([CH3:22])[CH:6]([C:8]1[CH:13]=[CH:12][C:11]([O:14][CH2:15][C:16]2[CH:21]=[CH:20][CH:19]=[CH:18][CH:17]=2)=[CH:10][CH:9]=1)O)[CH3:2].B(F)(F)F.CCOCC.C([SiH](CC)CC)C.C([O-])([O-])=O.[Na+].[Na+]>C(Cl)Cl>[CH2:1]([O:3][C:4](=[O:35])[C:5]([O:23][C:24]1[CH:29]=[CH:28][C:27]([O:30][C:31]([F:33])([F:32])[F:34])=[CH:26][CH:25]=1)([CH3:22])[CH2:6][C:8]1[CH:13]=[CH:12][C:11]([O:14][CH2:15][C:16]2[CH:21]=[CH:20][CH:19]=[CH:18][CH:17]=2)=[CH:10][CH:9]=1)[CH3:2] |f:1.2,4.5.6|. Run in C(Cl)Cl (CH2Cl2). Reactants: ClC1=CC=C(C(=O)NN)C=C1 (4-chlorobenzhydrazide), O (water), CCCCCC (hexane), ClC(=O)OC(Cl)(Cl)Cl (trichloromethyl chloroformate). Solvent: C(Cl)Cl (methylene chloride). Reaction conditions: time 15 minute. Yields the product ClC1=CC=C(C=C1)C=1OC(NN1)=O (2-(4-chlorophenyl)-1,3,4-oxadiazolin-5one). Yield: 93.3%. As a reaction SMILES: [Cl:1][C:2]1[CH:11]=[CH:10][C:5]([C:6]([NH:8][NH2:9])=[O:7])=[CH:4][CH:3]=1.Cl[C:13](OC(Cl)(Cl)Cl)=[O:14].O.CCCCCC>C(Cl)Cl>[Cl:1][C:2]1[CH:11]=[CH:10][C:5]([C:6]2[O:7][C:13](=[O:14])[NH:9][N:8]=2)=[CH:4][CH:3]=1. Reported procedure: To a suspension of 4-chlorobenzhydrazide (8.53 grams (g), 0.05 mole) in methylene chloride (100 milliliters (ml)), was dropwise added trichloromethyl chloroformate (5.94 g, 0.03 mole). After addition, the reaction mixture was heated to reflux for 2 hours. The reaction was cooled down to room temperature and poured into a mixture of water (500 ml) and hexane (200 ml) and stirred for 10 to 20 min. The resultant precipitate was collected by suction-filtration and was washed with hexane to give a so... Conditions: time 4 hour. The yield is 120.0%. Run in C(C)(=O)OC(C)(C)C (tert-butyl acetate). As a reaction SMILES: [Br:1][C:2]1[CH:18]=[C:5]2[N:6]=[C:7]([CH3:17])[C:8]([CH:11]([OH:16])[C:12]([O:14][CH3:15])=[O:13])=[C:9]([Cl:10])[N:4]2[N:3]=1.C(Cl)Cl.Cl(O)(=O)(=O)=O>C(OC(C)(C)C)(=O)C>[Br:1][C:2]1[CH:18]=[C:5]2[N:6]=[C:7]([CH3:17])[C:8]([CH:11]([O:16][C:8]([CH3:11])([CH3:9])[CH3:7])[C:12]([O:14][CH3:15])=[O:13])=[C:9]([Cl:10])[N:4]2[N:3]=1. The reactants are C(Cl)Cl (CH2Cl2), BrC1=NN2C(N=C(C(=C2Cl)C(C(=O)OC)O)C)=C1 (methyl 2-(2-bromo-7-chloro-5-methylpyrazolo[1,5-a]pyrimidin-6-yl)-2-hydroxyacetate), Cl(=O)(=O)(=O)O (perchloric acid). The product is BrC1=NN2C(N=C(C(=C2Cl)C(C(=O)OC)OC(C)(C)C)C)=C1 (Methyl 2-(2-bromo-7-chloro-5-methylpyrazolo[1,5-a]pyrimidin-6-yl)-2-tert-butoxyacetate). Procedure details: To a suspension of methyl 2-(2-bromo-7-chloro-5-methylpyrazolo[1,5-a]pyrimidin-6-yl)-2-hydroxyacetate (80 mg, 0.239 mmol) in tert-butyl acetate (2 mL) at room temperature was added CH2Cl2 (2 mL) followed by perchloric acid (0.022 mL, 0.359 mmol). The reaction mixture was stirred for 4 h at room temperature. The reaction mixture was quenched with water and diluted with ethyl acetate. The organic phase was washed with saturated NaHCO3 and dried over sodium sulfate. The solvent was evaporated. Puri... Starting materials: OC1=C2C(OC(C2=CC=C1)=O)=O (4-hydroxy-isobenzofuran-1,3-dione), [H-].[Na+] (sodium hydride), CI (methyl iodide). Solvent: CN(C=O)C (N,N-dimethylformamide). Reaction conditions: time 15 minute. Product: COC1=C2C(OC(C2=CC=C1)=O)=O (4-methoxy-isobenzofuran-1,3-dione). The yield is 46.8%. As a reaction SMILES: [OH:1][C:2]1[CH:10]=[CH:9][CH:8]=[C:7]2[C:3]=1[C:4](=[O:12])[O:5][C:6]2=[O:11].[H-].[Na+].[CH3:15]I>CN(C)C=O>[CH3:15][O:1][C:2]1[CH:10]=[CH:9][CH:8]=[C:7]2[C:3]=1[C:4](=[O:12])[O:5][C:6]2=[O:11] |f:1.2|. Procedure: To a solution of 4-hydroxy-isobenzofuran-1,3-dione (195 mg, 1.2 mmol) in anhydrous N,N-dimethylformamide (4 ml) under nitrogen was added sodium hydride (61 mg, 1.56 mmol). The solution was stirred for 15 minutes and then methyl iodide (0.37 ml, 6.0 mmol) was added. The reaction was stirred for 48 hours and then quenched with saturated ammonium chloride. The mixture was concentrated in vacuo, diluted in ethyl acetate (20 ml) and the organic phase washed with 1N hydrochloric acid (5 ml) and brine ...